describe an organic reaction: reactants, conditions, products, and yield From a dataset of the Open Reaction Database (ORD), a public repository of structured organic reaction records. Reactants: C(=O)=O (carbon dioxide), C(C)OC(=O)C1C(CN(C1)C1=CC=C(C=C1)OC)=O (4-ethoxycarbonyl-1-(4-methoxyphenyl)pyrrolidine-3-one), C([O-])([O-])=O.[K+].[K+] (potassium carbonate). Run in Cl (hydrochloric acid). The product is COC1=CC=C(C=C1)N1CC(CC1)=O (1-(4-methoxyphenyl)pyrrolidine-3-one). Isolated yield 74.3%. Reaction SMILES: C(OC([CH:6]1[CH2:10][N:9]([C:11]2[CH:16]=[CH:15][C:14]([O:17][CH3:18])=[CH:13][CH:12]=2)[CH2:8][C:7]1=[O:19])=O)C.C(=O)=O.C(=O)([O-])[O-].[K+].[K+]>Cl>[CH3:18][O:17][C:14]1[CH:13]=[CH:12][C:11]([N:9]2[CH2:10][CH2:6][C:7](=[O:19])[CH2:8]2)=[CH:16][CH:15]=1 |f:2.3.4|. Procedure details: A mixture of 4-ethoxycarbonyl-1-(4-methoxyphenyl)pyrrolidine-3-one (10.53 g, 0.04 mol) in 6N hydrochloric acid (120 mL) is heated at 100° C. (bath temperature) until evolution of carbon dioxide ceases (about 1 hour). The mixture is cooled in an ice-bath, neutralized with potassium carbonate, and then is extracted with diethyl ether (4×200 mL). The combined extracts are washed with water, dried over sodium sulfate, concentrated, and then the residue is crystallized from diethyl ether-n-hexane to ... Reaction SMILES: [CH:1]1([CH2:4][O:5][c:6]2[c:7]([N:15]3[CH2:16][C:17]([F:19])([F:20])[CH2:18]3)[cH:8][cH:9][c:10]([C:12](=[O:13])[OH:14])[n:11]2)[CH2:2][CH2:3]1.[NH:21]1[CH:22]([CH2:26][OH:27])[CH2:23][CH2:24][CH2:25]1>>[CH:1]1([CH2:4][O:5][c:6]2[c:7]([N:15]3[CH2:16][C:17]([F:19])([F:20])[CH2:18]3)[cH:8][cH:9][c:10]([C:12](=[O:14])[N:21]3[CH:22]([CH2:26][OH:27])[CH2:23][CH2:24][CH2:25]3)[n:11]2)[CH2:2][CH2:3]1. Reactants: O=C(O)c1ccc(N2CC(F)(F)C2)c(OCC2CC2)n1, OCC1CCCN1. The product is O=C(c1ccc(N2CC(F)(F)C2)c(OCC2CC2)n1)N1CCCC1CO.